Dataset: the Open Reaction Database (ORD), a public repository of structured organic reaction records. Task: describe an organic reaction: reactants, conditions, products, and yield The reactants are [BH4-].[Na+] (Sodium borohydride), Cl (Hydrochloric acid), O[C@H]1[C@H]2[C@@H]3CC[C@H]([C@H](C)C=O)[C@]3(CC[C@@H]2[C@]2(CCC(C=C2C1)=O)C)C ((20S)-7α-hydroxy-pregn-4-en-3-one-20-carbaldehyde). Solvent: C(C)O (ethanol), C(C)O (Ethanol). Yields the product O[C@H]1[C@H]2[C@@H]3CC[C@H]([C@@H](CO)C)[C@]3(CC[C@@H]2[C@]2(CCC(C=C2C1)=O)C)C ((20S)-7α,21-dihydroxy-20-methyl-pregn-4-en-3-one). Isolated yield 87.9%. RXN SMILES: [OH:1][C@@H:2]1[CH2:22][C:21]2[C@:16]([CH3:24])([CH2:17][CH2:18][C:19](=[O:23])[CH:20]=2)[C@@H:15]2[C@@H:3]1[C@H:4]1[C@:12]([CH3:25])([CH2:13][CH2:14]2)[C@@H:7]([C@@H:8]([CH:10]=[O:11])[CH3:9])[CH2:6][CH2:5]1.[BH4-].[Na+].Cl>C(O)C>[OH:1][C@@H:2]1[CH2:22][C:21]2[C@:16]([CH3:24])([CH2:17][CH2:18][C:19](=[O:23])[CH:20]=2)[C@@H:15]2[C@@H:3]1[C@H:4]1[C@:12]([CH3:25])([CH2:13][CH2:14]2)[C@@H:7]([C@H:8]([CH3:9])[CH2:10][OH:11])[CH2:6][CH2:5]1 |f:1.2|. Procedure: Ethanol (20 ml) was added to (20S)-7α-hydroxy-pregn-4-en-3-one-20-carbaldehyde (2.00 g, 5.81 mmol) obtained in the same manner as in Example 1 and the mixture was ice-cooled with stirring. Sodium borohydride (0.11 g, 2.91 mmol) was added to the obtained solution and the mixture was stirred under ice-cooling for 1 hr. 3% Hydrochloric acid was added to the obtained reaction mixture for neutralization, and ethanol was evaporated under reduced pressure. Ethyl acetate (100 ml) and water (20 ml) were ...